This data is from the Open Reaction Database (ORD), a public repository of structured organic reaction records. The task is: describe an organic reaction: reactants, conditions, products, and yield As a reaction SMILES: Cl.[CH:2]1([CH2:5][O:6][C:7]2[CH:12]=[C:11]([O:13][CH3:14])[CH:10]=[CH:9][C:8]=2[C:15]2[C:16]3[NH:23][C:22]([CH3:24])=[C:21]([C:25]([NH:27][C@H:28]4[C@H:32]([OH:33])[CH2:31][NH:30][CH2:29]4)=[O:26])[C:17]=3[N:18]=[CH:19][N:20]=2)[CH2:4][CH2:3]1.[C:34](Cl)(=[O:36])[CH3:35]>>[C:34]([N:30]1[CH2:31][C@@H:32]([OH:33])[C@H:28]([NH:27][C:25]([C:21]2[C:17]3[N:18]=[CH:19][N:20]=[C:15]([C:8]4[CH:9]=[CH:10][C:11]([O:13][CH3:14])=[CH:12][C:7]=4[O:6][CH2:5][CH:2]4[CH2:4][CH2:3]4)[C:16]=3[NH:23][C:22]=2[CH3:24])=[O:26])[CH2:29]1)(=[O:36])[CH3:35] |f:0.1|. The product is C(C)(=O)N1C[C@H]([C@@H](C1)O)NC(=O)C1=C(NC2=C1N=CN=C2C2=C(C=C(C=C2)OC)OCC2CC2)C (N-[(3R*,4R*)-1-acetyl-4-hydroxypyrrolidin-3-yl]-4-[2-(cyclopropylmethoxy)-4-methoxyphenyl]-6-methyl-5H-pyrrolo[3,2-d]pyrimidine-7-carboxamide). Starting materials: Cl.C1(CC1)COC1=C(C=CC(=C1)OC)C=1C2=C(N=CN1)C(=C(N2)C)C(=O)N[C@@H]2CNC[C@H]2O (4-[2-(cyclopropylmethoxy)-4-methoxyphenyl]-N-[(3R*,4R*)-4-hydroxypyrrolidin-3-yl]-6-methyl-5H-pyrrolo[3,2-d]pyrimidine-7-carboxamide hydrochloride), C(C)(=O)Cl (acetyl chloride). Procedure details: Starting from 4-[2-(cyclopropylmethoxy)-4-methoxyphenyl]-N-[(3R*,4R*)-4-hydroxypyrrolidin-3-yl]-6-methyl-5H-pyrrolo[3,2-d]pyrimidine-7-carboxamide hydrochloride (example D.f22) and commercially acetyl chloride the title compound is obtained as colorless solid. Reactants: CCn1ncc2c(NC3CC(C(=O)OC(C)(C)C)C3)c(C3=NOC4(CCC4)C3)cnc21, CCOC(C)=O, CC(Cl)Cl, O=C(O)C(F)(F)F. Product: CCn1ncc2c(NC3CC(C(=O)O)C3)c(C3=NOC4(CCC4)C3)cnc21. Reaction SMILES: [CH2:8]([CH3:9])[n:10]1[n:11][cH:12][c:13]2[c:14]1[n:15][cH:16][c:17]([C:31]1=[N:32][O:33][C:34]3([CH2:35][CH2:36][CH2:37]3)[CH2:38]1)[c:18]2[NH:19][CH:20]1[CH2:21][CH:22]([C:24](=[O:25])[O:26][C:27]([CH3:28])([CH3:29])[CH3:30])[CH2:23]1.[CH3:43][CH2:44][O:45][C:46](=[O:47])[CH3:48].[Cl:39][CH:40]([Cl:41])[CH3:42].[OH:1][C:2]([C:3]([F:4])([F:5])[F:6])=[O:7]>>[CH2:8]([CH3:9])[n:10]1[n:11][cH:12][c:13]2[c:14]1[n:15][cH:16][c:17]([C:31]1=[N:32][O:33][C:34]3([CH2:35][CH2:36][CH2:37]3)[CH2:38]1)[c:18]2[NH:19][CH:20]1[CH2:21][CH:22]([C:24](=[O:25])[OH:26])[CH2:23]1. Starting materials: C(\C=C/C(=O)[O-])(=O)[O-].[NH4+].[NH4+] (diammonium maleate), CO (methanol), C(\C=C/C(=O)[O-])(=O)[O-].[NH4+].[NH4+] (diammonium maleate). Solvent: O (water). Yields the product C(\C=C/C(=O)[O-])(=O)[O-].[NH4+].[NH4+].CO (diammonium maleate methanol). RXN SMILES: [C:1]([O-:8])(=[O:7])/[CH:2]=[CH:3]\[C:4]([O-:6])=[O:5].[NH4+:9].[NH4+].[CH3:11][OH:12]>O>[C:1]([O-:8])(=[O:7])/[CH:2]=[CH:3]\[C:4]([O-:6])=[O:5].[NH4+:9].[NH4+:9].[CH3:11][OH:12] |f:0.1.2,5.6.7.8|. Reported procedure: At an overall pressure of 200 bar and a reactor internal temperature of 250° C., the hourly amounts indicated in Table 1 of diammonium maleate as a 45% strength solution in water, and methanol were fed into the reactor (circulation 9 1/h). Analysis of the liquid reactor product (distillation, GC) gave the following composition (Table 1, the data in mol % in each case relate to the diammonium maleate employed). RXN SMILES: C(O[C:6](=O)[NH:7][C@@H:8]([C:20]1[CH:25]=[CH:24][CH:23]=[CH:22][CH:21]=1)[CH2:9][C:10](=[O:19])[NH:11][CH2:12][CH2:13][N:14]1[CH2:18][CH2:17][CH2:16][CH2:15]1)(C)(C)C.C(OC(N[C@@H]([C:40]1[CH:45]=[CH:44][CH:43]=[CH:42][CH:41]=1)CC(O)=O)=O)(C)(C)C.N1(CCN)CCCC1.[CH:54]1[CH:55]=[CH:56][C:57]2[N:62](O)N=N[C:58]=2[CH:59]=1.CN1CCOCC1.CC[N:73]=[C:74]=[N:75]CCCN(C)C.Cl>CN(C=O)C.O>[C:54]1([C:40]2[CH:41]=[CH:42][CH:43]=[CH:44][CH:45]=2)[CH:59]=[CH:58][C:57]([N:62]=[C:6]([NH:75][C:74]#[N:73])[NH:7][C@@H:8]([C:20]2[CH:21]=[CH:22][CH:23]=[CH:24][CH:25]=2)[CH2:9][C:10]([NH:11][CH2:12][CH2:13][N:14]2[CH2:15][CH2:16][CH2:17][CH2:18]2)=[O:19])=[CH:56][CH:55]=1 |f:5.6|. Reported procedure: [(R)-1-Phenyl-2-(2-pyrrolidin-1-yl-ethylcarbamoyl)-ethyl]-carbamic acid tert-butyl ester. To a solution of (R)-3-tert-butoxycarbonylamino-3-phenyl-propionic acid (0.54 g, 2.04 mmol), 2-pyrrolidin-1-yl-ethylamine (0.35 g, 3.06 mmol), HOBt (0.41 g, 3.06 mmol) and 4-methylmorpholine (0.41 g, 4.08 mmol) in DMF (10 mL), was added EDCl (0.59 g, 3.06 mmol), and the resulting solution was stirred under N2 at rt for 20 h. The solution was diluted with H2O (75 mL) and was extracted with EtOAc (3×75 mL). T... Starting materials: C(C)(C)(C)OC(N[C@H](CC(NCCN1CCCC1)=O)C1=CC=CC=C1)=O ([(R)-1-Phenyl-2-(2-pyrrolidin-1-yl-ethylcarbamoyl)-ethyl]-carbamic acid tert-butyl ester), C(C)(C)(C)OC(=O)N[C@H](CC(=O)O)C1=CC=CC=C1 ((R)-3-tert-butoxycarbonylamino-3-phenyl-propionic acid), N1(CCCC1)CCN (2-pyrrolidin-1-yl-ethylamine), C=1C=CC2=C(C1)N=NN2O (HOBt), CN1CCOCC1 (4-methylmorpholine), CCN=C=NCCCN(C)C.Cl (EDCl). The product is C1(=CC=C(C=C1)N=C(N[C@H](CC(=O)NCCN1CCCC1)C1=CC=CC=C1)NC#N)C1=CC=CC=C1 ((R)-3-(N′-Biphenyl-4-yl-N″-cyano-guanidino)-3-phenyl-N-(2-pyrrolidin-1-yl-ethyl)-propionamide). The yield is 88.0%. Reaction conditions: time 20 hour. The solvent is O (H2O), CN(C)C=O (DMF). The reactants are C(C)(=O)O (acetic acid), O (water), O=C(CCCC(=O)OC)C1=C(C=CC=C1)\C=C\C=C\C(CCCCCCCC)OC1OCCCC1 (methyl δ-oxo-2-[5-[(tetrahydro-2H-pyran-2-yl)oxy]-1E,3E-tridecadienyl]benzenepentanoate). The solvent is O1CCCC1 (THF), O1CCCC1 (tetrahydrofuran). Conditions: time 16 hour. Product: OC(/C=C/C=C/C1=C(C=CC=C1)C(CCCC(=O)OC)=O)CCCCCCCC (methyl 2-(5-hydroxy-1E,3E,-tridecandienyl)-δ-oxobenzenpentanoate). Yield: 60.9%. RXN SMILES: C(O)(=O)C.O.[O:6]=[C:7]([C:15]1[CH:20]=[CH:19][CH:18]=[CH:17][C:16]=1/[CH:21]=[CH:22]/[CH:23]=[CH:24]/[CH:25]([O:34]C1CCCCO1)[CH2:26][CH2:27][CH2:28][CH2:29][CH2:30][CH2:31][CH2:32][CH3:33])[CH2:8][CH2:9][CH2:10][C:11]([O:13][CH3:14])=[O:12]>O1CCCC1>[OH:34][CH:25]([CH2:26][CH2:27][CH2:28][CH2:29][CH2:30][CH2:31][CH2:32][CH3:33])/[CH:24]=[CH:23]/[CH:22]=[CH:21]/[C:16]1[CH:17]=[CH:18][CH:19]=[CH:20][C:15]=1[C:7](=[O:6])[CH2:8][CH2:9][CH2:10][C:11]([O:13][CH3:14])=[O:12]. Reported procedure: To 1 ml of a 3:1:1 solution of acetic acid, water, and tetrahydrofuran (THF) was added 20 mg (0.041 mmol) of the titled product of Example 10 and the reaction mixture was allowed to stir 16 hr. After this time, some insoluble oil was still present and approximately 50 μl of THF was added to the reaction mixture and it was stirred for an additional 2 hours. The volatile components were removed in vacuo and the residue was flash chromatographed. Elution with 1:1 diethylether-hexane produced 10 mg ...